This data is from the Open Reaction Database (ORD), a public repository of structured organic reaction records. The task is: describe an organic reaction: reactants, conditions, products, and yield Reactants: C(C1=CC=CC=C1)(=O)NC(=NCCCCC1=CC=CC=C1)NCCCC=1N=CNC1 (N-benzoyl-N'-[3-(imidazol-4-yl) propyl]-N"-(4-phenylbutyl)-guanidine). Solvent: Cl (hydrochloric acid). The product is N1C=NC(=C1)CCCNC(=N)NCCCCC1=CC=CC=C1 (N-[(3-Imidazol-4-yl)propyl]-N'-(4-phenylbutyl)-guanidine). As a reaction SMILES: C([NH:9][C:10]([NH:22][CH2:23][CH2:24][CH2:25][C:26]1[N:27]=[CH:28][NH:29][CH:30]=1)=[N:11][CH2:12][CH2:13][CH2:14][CH2:15][C:16]1[CH:21]=[CH:20][CH:19]=[CH:18][CH:17]=1)(=O)C1C=CC=CC=1>Cl>[NH:29]1[CH:30]=[C:26]([CH2:25][CH2:24][CH2:23][NH:22][C:10]([NH:11][CH2:12][CH2:13][CH2:14][CH2:15][C:16]2[CH:17]=[CH:18][CH:19]=[CH:20][CH:21]=2)=[NH:9])[N:27]=[CH:28]1. Reported procedure: 0.8 g (2 mmol) of N-benzoyl-N'-[3-(imidazol-4-yl) propyl]-N"-(4-phenylbutyl)-guanidine are heated under reflux in 45 ml of 20% hydrochloric acid for 7 hours and then worked up by a method analogous to that of Example 58. 0.60 g (81%) of a highly hygroscopic, noncrystalline solid is obtained. Reactants: CCOC(=O)C(Cl)(c1ccccc1)c1ccc(Cl)cc1, CC#N, c1c[nH]cn1. Yields the product CCOC(=O)C(c1ccccc1)(c1ccc(Cl)cc1)c1ncc[nH]1. RXN SMILES: [CH2:1]([CH3:2])[O:3][C:4]([C:5]([Cl:6])([c:7]1[cH:8][cH:9][c:10]([Cl:13])[cH:11][cH:12]1)[c:14]1[cH:15][cH:16][cH:17][cH:18][cH:19]1)=[O:20].[CH3:26][C:27]#[N:28].[nH:21]1[cH:22][n:23][cH:24][cH:25]1>>[CH2:1]([CH3:2])[O:3][C:4]([C:5]([c:7]1[cH:8][cH:9][c:10]([Cl:13])[cH:11][cH:12]1)([c:14]1[cH:15][cH:16][cH:17][cH:18][cH:19]1)[c:22]1[nH:21][cH:25][cH:24][n:23]1)=[O:20]. The reactants are CS(=O)(=O)OC1CC(OCc2ccccc2)C1, CC(C)=O, CCOCC, [I-], [Na+]. The product is IC1CC(OCc2ccccc2)C1. As a reaction SMILES: [CH2:1]([c:2]1[cH:3][cH:4][cH:5][cH:6][cH:7]1)[O:8][CH:9]1[CH2:10][CH:11]([O:13][S:14]([CH3:15])(=[O:16])=[O:17])[CH2:12]1.[CH3:20][C:21](=[O:22])[CH3:23].[CH3:24][CH2:25][O:26][CH2:27][CH3:28].[I-:19].[Na+:18]>>[CH2:1]([c:2]1[cH:3][cH:4][cH:5][cH:6][cH:7]1)[O:8][CH:9]1[CH2:10][CH:11]([I:19])[CH2:12]1. Reactants: C(C)(C)(C)C=1N=C(C2=C(N1)N(N=N2)CC2=NN=NN2C)N2C[C@@H](CC2)O ((R)-1-(5-tert-butyl-3-((1-methyl-1H-tetrazol-5-yl)methyl)-3H-[1,2,3]triazolo[4,5-d]pyrimidin-7-yl)pyrrolidin-3-ol), C(C1=CC=CC=C1)N1N=NC2=C1N=C(N=C2N2CC(CC2)O)C(C)(C)C (1-(3-Benzyl-5-tert-butyl-3H-[1,2,3]triazolo[4,5-d]pyrimidin-7-yl)-pyrrolidin-3-ol), ClCC1=NN=NN1C (5-(chloromethyl)-1-methyl-1H-tetrazole). Product: C(C)(C)(C)C=1N=C(C2=C(N1)N(N=N2)CC2=NN=NN2C)N2CC(CC2)O (1-(5-tert-butyl-3-((1-methyl-1H-tetrazol-5-yl)methyl)-3H-[1,2,3]triazolo[4,5-d]pyrimidin-7-yl)pyrrolidin-3-ol). As a reaction SMILES: [C:1]([C:5]1[N:6]=[C:7]([N:21]2[CH2:25][CH2:24][C@@H:23]([OH:26])[CH2:22]2)[C:8]2[N:13]=[N:12][N:11]([CH2:14][C:15]3[N:19]([CH3:20])[N:18]=[N:17][N:16]=3)[C:9]=2[N:10]=1)([CH3:4])([CH3:3])[CH3:2].C(N1C2N=C(C(C)(C)C)N=C(N3CCC(O)C3)C=2N=N1)C1C=CC=CC=1.ClCC1N(C)N=NN=1>>[C:1]([C:5]1[N:6]=[C:7]([N:21]2[CH2:25][CH2:24][CH:23]([OH:26])[CH2:22]2)[C:8]2[N:13]=[N:12][N:11]([CH2:14][C:15]3[N:19]([CH3:20])[N:18]=[N:17][N:16]=3)[C:9]=2[N:10]=1)([CH3:4])([CH3:2])[CH3:3]. Procedure details: In analogy to the procedure described for the synthesis of (R)-1-(5-tert-butyl-3-((1-methyl-1H-tetrazol-5-yl)methyl)-3H-[1,2,3]triazolo[4,5-d]pyrimidin-7-yl)pyrrolidin-3-ol (example 219, step b) 1-(3-Benzyl-5-tert-butyl-3H-[1,2,3]triazolo[4,5-d]pyrimidin-7-yl)-pyrrolidin-3-ol was hydrogenated and subsequently reacted with 5-(chloromethyl)-1-methyl-1H-tetrazole and isolated as light yellow oil. MS (m/e): 358.4 (MH+). The reactants are CNc1ncnn2c(C)nc(-c3cnn(C)c3Br)c12, CCO, OB(O)c1ccc(C(F)(F)F)cc1, [Na+], [Na+], O=C([O-])[O-], c1ccc(P(c2ccccc2)(c2ccccc2)[Pd](P(c2ccccc2)(c2ccccc2)c2ccccc2)(P(c2ccccc2)(c2ccccc2)c2ccccc2)P(c2ccccc2)(c2ccccc2)c2ccccc2)cc1. Yields the product CNc1ncnn2c(C)nc(-c3cnn(C)c3-c3ccc(C(F)(F)F)cc3)c12. As a reaction SMILES: [Br:1][c:2]1[c:3](-[c:8]2[n:9][c:10]([CH3:19])[n:11]3[n:12][cH:13][n:14][c:15]([NH:17][CH3:18])[c:16]23)[cH:4][n:5][n:6]1[CH3:7].[CH3:116][CH2:117][OH:118].[F:20][C:21]([c:22]1[cH:23][cH:24][c:25]([B:28]([OH:29])[OH:30])[cH:26][cH:27]1)([F:31])[F:32].[Na+:33].[Na+:34].[O-:35][C:36](=[O:37])[O-:38].[cH:39]1[cH:40][cH:41][c:42]([P:43]([Pd:44]([P:45]([c:46]2[cH:47][cH:48][cH:49][cH:50][cH:51]2)([c:52]2[cH:53][cH:54][cH:55][cH:56][cH:57]2)[c:58]2[cH:59][cH:60][cH:61][cH:62][cH:63]2)([P:64]([c:65]2[cH:66][cH:67][cH:68][cH:69][cH:70]2)([c:71]2[cH:72][cH:73][cH:74][cH:75][cH:76]2)[c:77]2[cH:78][cH:79][cH:80][cH:81][cH:82]2)[P:83]([c:84]2[cH:85][cH:86][cH:87][cH:88][cH:89]2)([c:90]2[cH:91][cH:92][cH:93][cH:94][cH:95]2)[c:96]2[cH:97][cH:98][cH:99][cH:100][cH:101]2)([c:102]2[cH:103][cH:104][cH:105][cH:106][cH:107]2)[c:108]2[cH:109][cH:110][cH:111][cH:112][cH:113]2)[cH:114][cH:115]1>>[c:2]1(-[c:25]2[cH:24][cH:23][c:22]([C:21]([F:20])([F:31])[F:32])[cH:27][cH:26]2)[c:3](-[c:8]2[n:9][c:10]([CH3:19])[n:11]3[n:12][cH:13][n:14][c:15]([NH:17][CH3:18])[c:16]23)[cH:4][n:5][n:6]1[CH3:7]. The reactants are OCC(C(=O)O)(CC=C)CO (2,2-bis(hydroxymethyl)pent-4-enoic acid), C(=O)([O-])[O-].[K+].[K+] (K2CO3), CI (MeI). The solvent is CC(=O)C (acetone). Conditions: time 30 minute. The product is OCC(C(=O)OC)(CC=C)CO (Methyl 2,2-bis(hydroxymethyl)pent-4-enoate). Isolated yield 23.2%. Reaction SMILES: [OH:1][CH2:2][C:3]([CH2:10][OH:11])([CH2:7][CH:8]=[CH2:9])[C:4]([OH:6])=[O:5].[C:12]([O-])([O-])=O.[K+].[K+].CI>CC(C)=O>[OH:1][CH2:2][C:3]([CH2:10][OH:11])([CH2:7][CH:8]=[CH2:9])[C:4]([O:6][CH3:12])=[O:5] |f:1.2.3|. Procedure: A mixture of crude 2,2-bis(hydroxymethyl)pent-4-enoic acid (1 eq., 8.72 g), K2CO3 (3 eq., 22.9 g) and acetone (109 ml) was stirred at room temperature for 30 min. MeI (6 eq., 46.4 g) was added at 0° C. The mixture was stirred at room temperature for 2 days and concentrated. Water and EtOAc were added. The aqueous layer was extracted with 3×EtOAc. The organic layers were dried over MgSO4. Silica gel chromatography using 4-40% ACN (containing 5% MeOH)-DCM yields the title compound as colorless oil... Reactants: CC(=O)O, ClCCl, ClI, Nc1nc(-c2ccccc2)cs1. The product is Nc1nc(-c2ccccc2)c(I)s1. Reaction SMILES: [CH3:13][C:14](=[O:15])[OH:16].[Cl:19][CH2:20][Cl:21].[I:17][Cl:18].[c:1]1(-[c:7]2[n:8][c:9]([NH2:12])[s:10][cH:11]2)[cH:2][cH:3][cH:4][cH:5][cH:6]1>>[c:1]1(-[c:7]2[n:8][c:9]([NH2:12])[s:10][c:11]2[I:17])[cH:2][cH:3][cH:4][cH:5][cH:6]1. The reactants are C(=O)(O)C[C@H](C(=O)OCC1=CC=CC=C1)CC(C)C (Benzyl (2R)-2-carboxymethyl-4-methylvalerate), N1CCCCCCC1 (octahydroazocin), Cl (HCl). The solvent is C(Cl)Cl (methylene chloride). Yields the product N1(CCCCCCC1)C(=O)C[C@H](C(=O)OCC1=CC=CC=C1)CC(C)C (benzyl (2R)-2-(octahydroazocin-1-ylcarbonylmethyl)-4-methylvalerate). The yield is 86.8%. Reaction SMILES: [C:1]([CH2:4][C@@H:5]([CH2:16][CH:17]([CH3:19])[CH3:18])[C:6]([O:8][CH2:9][C:10]1[CH:15]=[CH:14][CH:13]=[CH:12][CH:11]=1)=[O:7])([OH:3])=O.[NH:20]1[CH2:27][CH2:26][CH2:25][CH2:24][CH2:23][CH2:22][CH2:21]1.Cl>C(Cl)Cl>[N:20]1([C:1]([CH2:4][C@@H:5]([CH2:16][CH:17]([CH3:19])[CH3:18])[C:6]([O:8][CH2:9][C:10]2[CH:15]=[CH:14][CH:13]=[CH:12][CH:11]=2)=[O:7])=[O:3])[CH2:27][CH2:26][CH2:25][CH2:24][CH2:23][CH2:22][CH2:21]1. Procedure: Benzyl (2R)-2-carboxymethyl-4-methylvalerate (320 mg), octahydroazocin (165 mg) and WSCD.HCl (280 mg) were reacted in methylene chloride (20 ml) in a similar manner to that of Preparation 18 to give benzyl (2R)-2-(octahydroazocin-1-ylcarbonylmethyl)-4-methylvalerate (378 mg). The reactants are BrCCc1ccccc1, COc1cccc(CC#N)c1, [H-], [Na+], CN(C)C=O. Product: COc1cccc(C(C#N)CCc2ccccc2)c1. RXN SMILES: [Br:14][CH2:15][CH2:16][c:17]1[cH:18][cH:19][cH:20][cH:21][cH:22]1.[CH3:1][O:2][c:3]1[cH:4][c:5]([CH2:9][C:10]#[N:11])[cH:6][cH:7][cH:8]1.[H-:13].[Na+:12].[O:23]=[CH:24][N:25]([CH3:26])[CH3:27]>>[CH3:1][O:2][c:3]1[cH:4][c:5]([CH:9]([C:10]#[N:11])[CH2:15][CH2:16][c:17]2[cH:18][cH:19][cH:20][cH:21][cH:22]2)[cH:6][cH:7][cH:8]1. Starting materials: CCOC(=O)c1cnn(CCN(C)C)c1, COCCN(C)Cc1ncc(C(=O)O)n1C. Product: CN(C)CCn1cc(C(=O)O)cn1. Reaction SMILES: [CH2:1]([CH3:2])[O:3][C:4](=[O:5])[c:6]1[cH:7][n:8][n:9]([CH2:11][CH2:12][N:13]([CH3:14])[CH3:15])[cH:10]1.[CH3:16][O:17][CH2:18][CH2:19][N:20]([CH2:21][c:22]1[n:23]([CH3:24])[c:25]([C:26]([OH:27])=[O:28])[cH:29][n:30]1)[CH3:31]>>[O:3]=[C:4]([OH:5])[c:6]1[cH:7][n:8][n:9]([CH2:11][CH2:12][N:13]([CH3:14])[CH3:15])[cH:10]1.